The task is: describe an organic reaction: reactants, conditions, products, and yield. This data is from the Open Reaction Database (ORD), a public repository of structured organic reaction records. The reactants are O (water), OC(C(=O)OCC)C(OC1=C(C=CC=C1)[N+](=O)[O-])C1=CC=CC=C1 (ethyl 2-hydroxy-3-phenyl-3-(2-nitro-phenoxy)-propionate), [H-].[Na+] (NaH), CI (CH3I). Solvent: CN(C=O)C (dimethylformamide). Run at temperature 3 celsius, time 1 hour. Yields the product COC(C(=O)OCC)C(OC1=C(C=CC=C1)[N+](=O)[O-])C1=CC=CC=C1 (ethyl 2-methoxy-3-phenyl-3-(2-nitro-phenoxy)-propionate). The yield is 96.0%. Reaction SMILES: [OH:1][CH:2]([CH:8]([C:19]1[CH:24]=[CH:23][CH:22]=[CH:21][CH:20]=1)[O:9][C:10]1[CH:15]=[CH:14][CH:13]=[CH:12][C:11]=1[N+:16]([O-:18])=[O:17])[C:3]([O:5][CH2:6][CH3:7])=[O:4].[CH3:25]I.[H-].[Na+].O>CN(C)C=O>[CH3:25][O:1][CH:2]([CH:8]([C:19]1[CH:24]=[CH:23][CH:22]=[CH:21][CH:20]=1)[O:9][C:10]1[CH:15]=[CH:14][CH:13]=[CH:12][C:11]=1[N+:16]([O-:18])=[O:17])[C:3]([O:5][CH2:6][CH3:7])=[O:4] |f:2.3|. Procedure details: To 2 g of ethyl 2-hydroxy-3-phenyl-3-(2-nitro-phenoxy)-propionate dissolved in 30 ml of anhydrous dimethylformamide, CH3I (0.78 ml) was added at 3° C., then in two additions at the same temperature, NaH 50% (0.3 g) was added too. The whole was stirred at 3° C. for one hour and at room temperature for one hour, after which it was poured into 300 ml of water, extracted with ethyl ether which, after washing with NaCl saturated water and dehydration with sodium sulphate, was evaporated to dryness un... Reactants: C(C)N(C(C)C)C(C)C (N-ethyl-diisopropylamine), [Cl-].COC(CCCC(=O)O)=O (glutaric acid monomethylester chloride), [H][H] (hydrogen), [N+](=O)(O)[O-] (nitric acid), C(#N)C1=CC=C(C=C1)C1=CC=CC=C1 (4-cyano-biphenyl). The reagents and catalysts are [Pd] (palladium/charcoal). Solvent: C(Cl)Cl (methylene chloride), C(C)(=O)OCC (ethyl acetate), C(#N)C1=CC=C(C=C1)C1=CC=C(C=C1)[N+](=O)[O-] (4-cyano-4'-nitro-biphenyl), C(#N)C1=CC=C(C=C1)C1=CC=C(C=C1)[N+](=O)[O-] (4-cyano-4'-nitro-biphenyl). The product is C(#N)C1=CC=C(C=C1)C1=CC=C(C=C1)NC(CCCC(=O)OC)=O (4-Cyano-4'-(4-methoxycarbonylbutyrylamino)biphenyl). RXN SMILES: [H][H].[C:3]([C:5]1[CH:10]=[CH:9][C:8]([C:11]2[CH:16]=[CH:15][CH:14]=[CH:13][CH:12]=2)=[CH:7][CH:6]=1)#[N:4].[N+]([O-])(O)=O.C([N:23](C(C)C)C(C)C)C.[Cl-].[CH3:31][O:32][C:33](=[O:40])[CH2:34][CH2:35][CH2:36][C:37](O)=[O:38]>C(OCC)(=O)C.C(C1C=CC(C2C=CC([N+]([O-])=O)=CC=2)=CC=1)#N.C(Cl)Cl.[Pd]>[C:3]([C:5]1[CH:10]=[CH:9][C:8]([C:11]2[CH:12]=[CH:13][C:14]([NH:23][C:37](=[O:38])[CH2:36][CH2:35][CH2:34][C:33]([O:32][CH3:31])=[O:40])=[CH:15][CH:16]=2)=[CH:7][CH:6]=1)#[N:4] |f:4.5|. Procedure details: Melting point: 171-173° C., prepared by reduction of 4-cyano-4'-nitro-biphenyl with hydrogen in the presence of palladium/charcoal in ethyl acetate, 4-cyano-4'-nitro-biphenyl is prepared by reacting 4-cyano-biphenyl with fuming nitric acid) and 5.8 g of N-ethyl-diisopropylamine are dissolved in 70 ml of methylene chloride and 5.6 g of glutaric acid monomethylester chloride are added with stirring. The mixture is stirred for two hours at ambient temperature. The organic phase is washed successive... Reactants: C=CCC(CC(=O)O)NC(=O)NCc1ccccc1, CCN=C=NCCCN(C)C, CCOC(C)=O, CCN(C(C)C)C(C)C, ClCCl, CCOC(CN(Cc1ccccc1)C(=O)C(N)Cc1ccc(OC(C)(C)C)cc1)OCC, On1nnc2ccccc21. Yields the product C=CCC(CC(=O)NC(Cc1ccc(OC(C)(C)C)cc1)C(=O)N(Cc1ccccc1)CC(OCC)OCC)NC(=O)NCc1ccccc1. Reaction SMILES: [CH2:33]([c:34]1[cH:35][cH:36][cH:37][cH:38][cH:39]1)[NH:40][C:41]([NH:42][CH:43]([CH2:44][C:45](=[O:46])[OH:47])[CH2:48][CH:49]=[CH2:50])=[O:51].[CH3:52][CH2:53][N:54]=[C:55]=[N:56][CH2:57][CH2:58][CH2:59][N:60]([CH3:61])[CH3:62].[CH3:85][CH2:86][O:87][C:88]([CH3:89])=[O:90].[CH:73]([N:74]([CH2:75][CH3:76])[CH:77]([CH3:78])[CH3:79])([CH3:80])[CH3:81].[Cl:82][CH2:83][Cl:84].[NH2:1][CH:2]([C:3](=[O:4])[N:5]([CH2:6][CH:7]([O:8][CH2:9][CH3:10])[O:11][CH2:12][CH3:13])[CH2:14][c:15]1[cH:16][cH:17][cH:18][cH:19][cH:20]1)[CH2:21][c:22]1[cH:23][cH:24][c:25]([O:28][C:29]([CH3:30])([CH3:31])[CH3:32])[cH:26][cH:27]1.[OH:63][n:64]1[c:65]2[c:66]([cH:67][cH:68][cH:69][cH:70]2)[n:71][n:72]1>>[NH:1]([CH:2]([C:3](=[O:4])[N:5]([CH2:6][CH:7]([O:8][CH2:9][CH3:10])[O:11][CH2:12][CH3:13])[CH2:14][c:15]1[cH:16][cH:17][cH:18][cH:19][cH:20]1)[CH2:21][c:22]1[cH:23][cH:24][c:25]([O:28][C:29]([CH3:30])([CH3:31])[CH3:32])[cH:26][cH:27]1)[C:45]([CH2:44][CH:43]([NH:42][C:41]([NH:40][CH2:33][c:34]1[cH:35][cH:36][cH:37][cH:38][cH:39]1)=[O:51])[CH2:48][CH:49]=[CH2:50])=[O:46]. The reactants are CC(C)S, [H-], Nc1nc(Cl)nc2c1ncn2Cc1ccccc1, [Na+], CN(C)C=O. The product is CC(C)Sc1nc(N)c2ncn(Cc3ccccc3)c2n1. As a reaction SMILES: [CH3:3][CH:4]([CH3:5])[SH:6].[H-:1].[NH2:7][c:8]1[c:9]2[n:10][cH:11][n:12]([CH2:18][c:19]3[cH:20][cH:21][cH:22][cH:23][cH:24]3)[c:13]2[n:14][c:15]([Cl:17])[n:16]1.[Na+:2].[O:25]=[CH:26][N:27]([CH3:28])[CH3:29]>>[CH3:3][CH:4]([CH3:5])[S:6][c:15]1[n:14][c:13]2[c:9]([c:8]([NH2:7])[n:16]1)[n:10][cH:11][n:12]2[CH2:18][c:19]1[cH:20][cH:21][cH:22][cH:23][cH:24]1.